This data is from the Open Reaction Database (ORD), a public repository of structured organic reaction records. The task is: describe an organic reaction: reactants, conditions, products, and yield Run in CO (methanol). Yields the product COC1=C(C(=O)O)C(=CC=C1)C(F)(F)F (2-methoxy-6-trifluoromethylbenzoic Acid). Conditions: time 40 hour. RXN SMILES: [CH3:1][O-:2].[K+].F[C:5]1[CH:13]=[CH:12][CH:11]=[C:10]([C:14]([F:17])([F:16])[F:15])[C:6]=1[C:7]([OH:9])=[O:8].O>CO>[CH3:1][O:2][C:5]1[CH:13]=[CH:12][CH:11]=[C:10]([C:14]([F:17])([F:16])[F:15])[C:6]=1[C:7]([OH:9])=[O:8] |f:0.1|. Procedure: A mixture of potassium methylate in methanol (15 ml, 15%) and 2-fluoro-6-trifluoromethylbenzoic acid (2.08 g, 0.01 mol) is heated to reflux with stirring for 40 hours. Upon cooling to room temperature water is added. The reaction mixture is filtered and the filtrate is acidified with concentrated hydrochloric acid. The solid material is collected by filtration, washed with water and dried yielding white crystals, 1.4 g (64%), mp 130-131° C. Starting materials: C[O-].[K+] (potassium methylate), FC1=C(C(=O)O)C(=CC=C1)C(F)(F)F (2-fluoro-6-trifluoromethylbenzoic acid), O (water).